From a dataset of the Open Reaction Database (ORD), a public repository of structured organic reaction records. describe an organic reaction: reactants, conditions, products, and yield The product is COC(=O)c1cc(C)c(NC(=O)CCN2CCC(OC(=O)Nc3ccccc3-c3ccccc3)CC2)cc1C. Reactants: CN(C)C=O, CO, Cc1cc(NC(=O)CCN2CCC(OC(=O)Nc3ccccc3-c3ccccc3)CC2)c(C)cc1I, CC(=O)[O-], CC(=O)[O-], [Pd+2], c1ccc(P(CCCP(c2ccccc2)c2ccccc2)c2ccccc2)cc1. RXN SMILES: [CH3:37][N:38]([CH:39]=[O:40])[CH3:41].[CH3:71][OH:72].[I:1][c:2]1[cH:3][c:4]([CH3:36])[c:5]([NH:9][C:10](=[O:11])[CH2:12][CH2:13][N:14]2[CH2:15][CH2:16][CH:17]([O:20][C:21]([NH:22][c:23]3[c:24](-[c:29]4[cH:30][cH:31][cH:32][cH:33][cH:34]4)[cH:25][cH:26][cH:27][cH:28]3)=[O:35])[CH2:18][CH2:19]2)[cH:6][c:7]1[CH3:8].[O-:74][C:75]([CH3:76])=[O:77].[O-:78][C:79]([CH3:80])=[O:81].[Pd+2:73].[c:42]1([P:43]([c:44]2[cH:45][cH:46][cH:47][cH:48][cH:49]2)[CH2:50][CH2:51][CH2:52][P:53]([c:54]2[cH:55][cH:56][cH:57][cH:58][cH:59]2)[c:60]2[cH:61][cH:62][cH:63][cH:64][cH:65]2)[cH:66][cH:67][cH:68][cH:69][cH:70]1>>[c:2]1([C:39](=[O:40])[O:72][CH3:71])[cH:3][c:4]([CH3:36])[c:5]([NH:9][C:10](=[O:11])[CH2:12][CH2:13][N:14]2[CH2:15][CH2:16][CH:17]([O:20][C:21]([NH:22][c:23]3[c:24](-[c:29]4[cH:30][cH:31][cH:32][cH:33][cH:34]4)[cH:25][cH:26][cH:27][cH:28]3)=[O:35])[CH2:18][CH2:19]2)[cH:6][c:7]1[CH3:8]. The reactants are [BH4-].[Na+] (Sodium borohydride), CN1C(N(C2=C(C1=O)C(=C(S2)C=O)SC=2SC=CC2)CC(C)C)=O (1,2,3,4-tetrahydro-3-methyl-1-(2-methylpropyl)-2,4-dioxo-5-(2-thienylthio)-thieno[2,3-d]pyrimidine-6-carboxaldehyde). The solvent is CO (methanol), O (water). Run at time 24 hour. Product: OCC1=C(C2=C(N(C(N(C2=O)C)=O)CC(C)C)S1)CC=1SC=CC1 (6-(Hydroxymethyl)-3-methyl-1-(2-methylpropyl)-5-(2-thienylmethyl)-thieno[2,3-d]pyrimidine-2,4(1H,3H)-dione). Isolated yield 104.4%. As a reaction SMILES: [BH4-].[Na+].[CH3:3][N:4]1[C:9](=[O:10])[C:8]2[C:11](SC3SC=CC=3)=[C:12]([CH:14]=[O:15])[S:13][C:7]=2[N:6]([CH2:22][CH:23]([CH3:25])[CH3:24])[C:5]1=[O:26]>CO.O>[OH:15][CH2:14][C:12]1[S:13][C:7]2[N:6]([CH2:22][CH:23]([CH3:24])[CH3:25])[C:5](=[O:26])[N:4]([CH3:3])[C:9](=[O:10])[C:8]=2[C:11]=1[CH2:14][C:12]1[S:13][CH:7]=[CH:8][CH:11]=1 |f:0.1|. Reported procedure: Sodium borohydride (0.06 g) was added to 1,2,3,4-tetrahydro-3-methyl-1-(2-methylpropyl)-2,4-dioxo-5-(2-thienylthio)-thieno[2,3-d]pyrimidine-6-carboxaldehyde (0.25 g) in methanol (25 ml) and the mixture was stirred for 24 hours. The reaction was diluted with water (30 ml) and was then extracted with ethyl acetate (3×50 ml). The organic phases were washed with brine and dried over magnesium sulfate, filtered and evaporated to leave a green oil. Purification by chromatography (1:4 ethyl acetate:iso... Starting materials: N#Cc1cc(B(O)O)cc(F)c1OCc1ccccc1, Cc1ccccc1, COC(=O)c1ccnc(Cl)c1, [Na+], [Na+], O=C([O-])[O-], c1ccc(P(c2ccccc2)(c2ccccc2)[Pd](P(c2ccccc2)(c2ccccc2)c2ccccc2)(P(c2ccccc2)(c2ccccc2)c2ccccc2)P(c2ccccc2)(c2ccccc2)c2ccccc2)cc1. Product: COC(=O)c1ccnc(-c2cc(F)c(OCc3ccccc3)c(C#N)c2)c1. Reaction SMILES: [C:1](#[N:2])[c:3]1[cH:4][c:5]([B:18]([OH:19])[OH:20])[cH:6][c:7]([F:17])[c:8]1[O:9][CH2:10][c:11]1[cH:12][cH:13][cH:14][cH:15][cH:16]1.[CH3:38][c:39]1[cH:40][cH:41][cH:42][cH:43][cH:44]1.[Cl:21][c:22]1[cH:23][c:24]([C:25](=[O:26])[O:27][CH3:28])[cH:29][cH:30][n:31]1.[Na+:32].[Na+:33].[O-:34][C:35](=[O:36])[O-:37].[cH:45]1[cH:46][cH:47][c:48]([P:49]([Pd:50]([P:51]([c:52]2[cH:53][cH:54][cH:55][cH:56][cH:57]2)([c:58]2[cH:59][cH:60][cH:61][cH:62][cH:63]2)[c:64]2[cH:65][cH:66][cH:67][cH:68][cH:69]2)([P:70]([c:71]2[cH:72][cH:73][cH:74][cH:75][cH:76]2)([c:77]2[cH:78][cH:79][cH:80][cH:81][cH:82]2)[c:83]2[cH:84][cH:85][cH:86][cH:87][cH:88]2)[P:89]([c:90]2[cH:91][cH:92][cH:93][cH:94][cH:95]2)([c:96]2[cH:97][cH:98][cH:99][cH:100][cH:101]2)[c:102]2[cH:103][cH:104][cH:105][cH:106][cH:107]2)([c:108]2[cH:109][cH:110][cH:111][cH:112][cH:113]2)[c:114]2[cH:115][cH:116][cH:117][cH:118][cH:119]2)[cH:120][cH:121]1>>[C:1](#[N:2])[c:3]1[cH:4][c:5](-[c:22]2[cH:23][c:24]([C:25](=[O:26])[O:27][CH3:28])[cH:29][cH:30][n:31]2)[cH:6][c:7]([F:17])[c:8]1[O:9][CH2:10][c:11]1[cH:12][cH:13][cH:14][cH:15][cH:16]1. Starting materials: C(OC(Cl)(Cl)Cl)(OC(Cl)(Cl)Cl)=O (bis(trichloromethyl) carbonate), NC1CCOCC1 (4-aminotetrahydropyran), [C@H]1(CCC2=CC=CC=C12)NC1=NC2=CC=C(C=C2C=C1)N ((R)—N2-indan-1-yl-quinoline-2,6-diamine). The product is [C@H]1(CCC2=CC=CC=C12)NC1=NC2=CC=C(C=C2C=C1)NC(=O)NC1CCOCC1 (1-[2-((R)-Indan-1-ylamino)-quinolin-6-yl]-3-(tetrahydro-pyran-4-yl)-urea). Reaction SMILES: [C:1](=[O:12])(OC(Cl)(Cl)Cl)OC(Cl)(Cl)Cl.[NH2:13][CH:14]1[CH2:19][CH2:18][O:17][CH2:16][CH2:15]1.[C@H:20]1([NH:29][C:30]2[CH:39]=[CH:38][C:37]3[C:32](=[CH:33][CH:34]=[C:35]([NH2:40])[CH:36]=3)[N:31]=2)[C:28]2[C:23](=[CH:24][CH:25]=[CH:26][CH:27]=2)[CH2:22][CH2:21]1>>[C@H:20]1([NH:29][C:30]2[CH:39]=[CH:38][C:37]3[C:32](=[CH:33][CH:34]=[C:35]([NH:40][C:1]([NH:13][CH:14]4[CH2:19][CH2:18][O:17][CH2:16][CH2:15]4)=[O:12])[CH:36]=3)[N:31]=2)[C:28]2[C:23](=[CH:24][CH:25]=[CH:26][CH:27]=2)[CH2:22][CH2:21]1. Procedure: The title compound was prepared in accordance with the general method 4 described in example 16 from bis(trichloromethyl) carbonate, 4-aminotetrahydropyran and (R)—N2-indan-1-yl-quinoline-2,6-diamine; MS: m/e=403.5 (M+H+). Starting materials: FC1(OC2=C(O1)C=CC=C2)F (2,2-difluoro-1,3-benzodioxole), BrBr (bromine). The reagents and catalysts are [Fe] (iron). Run in C(Cl)(Cl)(Cl)Cl (carbon tetrachloride), O (water). Reaction conditions: temperature 0 celsius. Product: BrC1=CC2=C(OC(O2)(F)F)C=C1 (5-bromo-2,2-difluoro-1,3-benzodioxole). Isolated yield 49.4%. As a reaction SMILES: [F:1][C:2]1([F:11])[O:6][C:5]2[CH:7]=[CH:8][CH:9]=[CH:10][C:4]=2[O:3]1.[Br:12]Br>C(Cl)(Cl)(Cl)Cl.O.[Fe]>[Br:12][C:9]1[CH:8]=[CH:7][C:5]2[O:6][C:2]([F:1])([F:11])[O:3][C:4]=2[CH:10]=1. Reported procedure: A mixture of 15.8 grams (0.1 mole) of 2,2-difluoro-1,3-benzodioxole in 200 mL of carbon tetrachloride was stirred, and 2.8 grams (0.05 mole) of iron powder was added. The reaction mixture was cooled to 0° C., and 5.2 mL (0.1 mole) of bromine was added during a 20 minute period. Upon completion of addition the reaction mixture was cautiously warmed to 75° C. where it was stirred for one hour and then was allowed to cool to ambient temperature where it was stirred for 18 hours. The reaction mixtur... Starting materials: CS(C)=O, CN(CCCl)CCCl, Cl, N#CCc1ccc(I)cc1. Product: CN1CCC(C#N)(c2ccc(I)cc2)CC1. As a reaction SMILES: [CH3:20][S:21]([CH3:22])=[O:23].[Cl:11][CH2:12][CH2:13][N:14]([CH3:15])[CH2:16][CH2:17][Cl:18].[ClH:19].[I:1][c:2]1[cH:3][cH:4][c:5]([CH2:8][C:9]#[N:10])[cH:6][cH:7]1>>[I:1][c:2]1[cH:3][cH:4][c:5]([C:8]2([C:9]#[N:10])[CH2:12][CH2:13][N:14]([CH3:15])[CH2:16][CH2:17]2)[cH:6][cH:7]1. Reactants: Cl.NC1(CC1)CO (1-amino-1-cyclopropanemethanol hydrochloride), C(C1=CC=CC=C1)=O (benzaldehyde), C(C)(=O)O[BH-](OC(C)=O)OC(C)=O.[Na+] (sodium triacetoxyborohydride), C([O-])(O)=O.[Na+] (sodium bicarbonate). Procedure details: To a mixture of 1-amino-1-cyclopropanemethanol hydrochloride (1.1 g), benzaldehyde (945 mg) and triethylamine (1.24 ml) in 1,2-dichloroethane (10 ml), sodium triacetoxyborohydride (5.66 g) was added with ice-cooling over 5 minutes. After being stirred at room temperature for 13 hours, the mixture was poured into aqueous sodium bicarbonate solution and stirred for several hours. The organic layer was separated, dried over magnesium sulfate and evaporated under reduced pressure to give 1-(N-benzyl... The yield is 40.6%. Reaction conditions: time 13 hour. The product is C(C1=CC=CC=C1)NC1(CC1)CO (1-(N-benzylamino)-1-cyclopropanemethanol). RXN SMILES: Cl.[NH2:2][C:3]1([CH2:6][OH:7])[CH2:5][CH2:4]1.[CH:8](=O)[C:9]1[CH:14]=[CH:13][CH:12]=[CH:11][CH:10]=1.C(O[BH-](OC(=O)C)OC(=O)C)(=O)C.[Na+].C(=O)(O)[O-].[Na+]>ClCCCl.C(N(CC)CC)C>[CH2:8]([NH:2][C:3]1([CH2:6][OH:7])[CH2:5][CH2:4]1)[C:9]1[CH:14]=[CH:13][CH:12]=[CH:11][CH:10]=1 |f:0.1,3.4,5.6|. The solvent is ClCCCl (1,2-dichloroethane), C(C)N(CC)CC (triethylamine). Starting materials: N1=CC(=CC=C1)CC(C)=O (1-(3-pyridyl)-2-propanone), S(=O)(=O)(Cl)Cl (sulfuryl chloride), C([O-])([O-])=O.[K+].[K+] (potassium carbonate), NC(=S)N (thiourea). The solvent is C(Cl)Cl (methylene chloride), C(Cl)Cl (methylene chloride), O1CCCC1 (tetrahydrofuran), O (water). Yields the product NC=1SC(=C(N1)C)C=1C=NC=CC1 (2-amino-4-methyl-5-(3-pyridyl)thiazole). The yield is 39.5%. RXN SMILES: [N:1]1[CH:6]=[CH:5][CH:4]=[C:3]([CH2:7][C:8](=O)[CH3:9])[CH:2]=1.S(Cl)(Cl)(=O)=O.[NH2:16][C:17]([NH2:19])=[S:18].C(=O)([O-])[O-].[K+].[K+]>C(Cl)Cl.O1CCCC1.O>[NH2:19][C:17]1[S:18][C:7]([C:3]2[CH:2]=[N:1][CH:6]=[CH:5][CH:4]=2)=[C:8]([CH3:9])[N:16]=1 |f:3.4.5|. Reported procedure: To a solution of 1-(3-pyridyl)-2-propanone (3.4 g) in methylene chloride (30 ml) was dropwise added a solution of sulfuryl chloride (4.0 g) in methylene chloride (5 ml) at 20° C. to 28° C. under stirring and the mixture was stirred at ambient temperature for 30 minutes. The resulting mixture was added to a solution of thiourea (4.2 g) in a mixture of tetrahydrofuran (50 ml) and water (20 ml) and the mixture was adjusted to pH 7.0 to 7.5 with 20% aqueous potassium carbonate. After being stirred a... Starting materials: [Br-], CCOC(=O)CBr, O=C([O-])[O-], CN(C)C=O, CCCC[N+](CCCC)(CCCC)CCCC, O=C(Nc1cc(CCCS(=O)(=O)c2ccc(Cl)cc2)ccc1O)c1cccc(C=Cc2nc(-c3ccccc3)cs2)c1, [K+], [K+]. Product: CCOC(=O)COc1ccc(CCCS(=O)(=O)c2ccc(Cl)cc2)cc1NC(=O)c1cccc(C=Cc2nc(-c3ccccc3)cs2)c1. Reaction SMILES: [Br-:61].[Br:49][CH2:50][C:51](=[O:52])[O:53][CH2:54][CH3:55].[C:43](=[O:44])([O-:45])[O-:46].[CH3:56][N:57]([CH3:58])[CH:59]=[O:60].[CH3:62][CH2:63][CH2:64][CH2:65][N+:66]([CH2:67][CH2:68][CH2:69][CH3:70])([CH2:71][CH2:72][CH2:73][CH3:74])[CH2:75][CH2:76][CH2:77][CH3:78].[Cl:1][c:2]1[cH:3][cH:4][c:5]([S:8](=[O:9])(=[O:10])[CH2:11][CH2:12][CH2:13][c:14]2[cH:15][cH:16][c:17]([OH:42])[c:18]([NH:19][C:20]([c:21]3[cH:22][c:23]([CH:27]=[CH:28][c:29]4[s:30][cH:31][c:32](-[c:34]5[cH:35][cH:36][cH:37][cH:38][cH:39]5)[n:33]4)[cH:24][cH:25][cH:26]3)=[O:40])[cH:41]2)[cH:6][cH:7]1.[K+:47].[K+:48]>>[Cl:1][c:2]1[cH:3][cH:4][c:5]([S:8](=[O:9])(=[O:10])[CH2:11][CH2:12][CH2:13][c:14]2[cH:15][cH:16][c:17]([O:42][CH2:50][C:51](=[O:52])[O:53][CH2:54][CH3:55])[c:18]([NH:19][C:20]([c:21]3[cH:22][c:23]([CH:27]=[CH:28][c:29]4[s:30][cH:31][c:32](-[c:34]5[cH:35][cH:36][cH:37][cH:38][cH:39]5)[n:33]4)[cH:24][cH:25][cH:26]3)=[O:40])[cH:41]2)[cH:6][cH:7]1. Starting materials: CCBr, CCCC=CCC(C)CCO, C#CC(C)(C)O, [Mg], C1CCOC1. Product: CCCC=CCC(C)CC(O)C#CC(C)(C)O. RXN SMILES: [CH2:1]([Br:2])[CH3:3].[CH3:11][CH:12]([CH2:13][CH2:14][OH:15])[CH2:16][CH:17]=[CH:18][CH2:19][CH2:20][CH3:21].[CH3:5][C:6]([CH3:7])([C:8]#[CH:9])[OH:10].[Mg:4].[O:22]1[CH2:23][CH2:24][CH2:25][CH2:26]1>>[CH3:5][C:6]([CH3:7])([C:8]#[C:9][CH:14]([CH2:13][CH:12]([CH3:11])[CH2:16][CH:17]=[CH:18][CH2:19][CH2:20][CH3:21])[OH:15])[OH:10].